This data is from the Open Reaction Database (ORD), a public repository of structured organic reaction records. The task is: describe an organic reaction: reactants, conditions, products, and yield The reactants are CC(=O)O[BH-](OC(C)=O)OC(C)=O, CC(=O)O, O=C1CCN(Cc2ccc(Cl)c(Cl)c2)CC1, ClCCl, NNC(=O)COc1ccc(OC(F)(F)F)cc1, [Na+]. The product is O=C(COc1ccc(OC(F)(F)F)cc1)NNC1CCN(Cc2ccc(Cl)c(Cl)c2)CC1. As a reaction SMILES: [C:34]([O:35][BH-:36]([O:37][C:38](=[O:39])[CH3:40])[O:41][C:42](=[O:43])[CH3:44])(=[O:45])[CH3:46].[CH3:48][C:49](=[O:50])[OH:51].[Cl:1][c:2]1[cH:3][c:4]([CH2:5][N:6]2[CH2:7][CH2:8][C:9](=[O:12])[CH2:10][CH2:11]2)[cH:13][cH:14][c:15]1[Cl:16].[Cl:52][CH2:53][Cl:54].[F:17][C:18]([O:19][c:20]1[cH:21][cH:22][c:23]([O:24][CH2:25][C:26](=[O:27])[NH:28][NH2:29])[cH:30][cH:31]1)([F:32])[F:33].[Na+:47]>>[Cl:1][c:2]1[cH:3][c:4]([CH2:5][N:6]2[CH2:7][CH2:8][CH:9]([NH:29][NH:28][C:26]([CH2:25][O:24][c:23]3[cH:22][cH:21][c:20]([O:19][C:18]([F:17])([F:32])[F:33])[cH:31][cH:30]3)=[O:27])[CH2:10][CH2:11]2)[cH:13][cH:14][c:15]1[Cl:16]. Starting materials: C(CCC)OC1=CC=C(C=C)C=C1 (p-butoxystyrene), C1(\C=C/C(=O)O1)=O (maleic anhydride), glass, C(C)(C)(C)OOC(C(=O)[O-])(CCCC)CC (t-butylperoxy(2-ethylhexanoate)). Run in CC(=O)C (acetone). Conditions: temperature 90 celsius. Product: C(CCC)OC1=CC=C(C=C)C=C1.C1(\C=C/C(=O)O1)=O (p-butoxystyrene maleic anhydride). Yield: 70.0%. RXN SMILES: [CH2:1]([O:5][C:6]1[CH:13]=[CH:12][C:9]([CH:10]=[CH2:11])=[CH:8][CH:7]=1)[CH2:2][CH2:3][CH3:4].[C:14]1(=[O:20])[O:19][C:17](=[O:18])[CH:16]=[CH:15]1.C(OOC(CC)(CCCC)C([O-])=O)(C)(C)C>CC(C)=O>[CH2:1]([O:5][C:6]1[CH:7]=[CH:8][C:9]([CH:10]=[CH2:11])=[CH:12][CH:13]=1)[CH2:2][CH2:3][CH3:4].[C:17]1(=[O:18])[O:19][C:14](=[O:20])[CH:15]=[CH:16]1 |f:4.5|. Reported procedure: In an autoclave equipped with a 1.5-liter glass polymerization vessel and purged with nitrogen, polymerization reaction was carried out by dissolving 125.0 grams (0.71 mol) of p-butoxystyrene and 125.0 grams (1.28 mol) of maleic anhydride in 500 grams of acetone, adding 7.5 grams of t-butylperoxy(2-ethylhexanoate) as a polymerization catalyst, and heating the mixture at 90° C. Thereafter, the catalyst was added in incremental amounts, that is, 5.0 grams after 21/2 hours and 2.5 grams after 41/2 ... Starting materials: [Li] (lithium), C(C)(C)(C)OC(N[C@@H]1C(N([C@@H](C1)C)CC1=CC=CC=C1)=O)=O ((1-benzyl-5(R)-methyl-2-oxo-pyrrolidin-3(S)-yl)-carbamic acid tert-butyl ester). Run in N (NH3), C1CCOC1 (THF). Reaction conditions: temperature 35 celsius, time 15 minute. Yields the product C(C)(C)(C)OC(N[C@@H]1C(N[C@@H](C1)C)=O)=O ((5(R)-methyl-2-oxo-pyrrolidin-3(S)-yl)-carbamic acid tert-butyl ester). Reaction SMILES: [Li].[C:2]([O:6][C:7](=[O:23])[NH:8][C@H:9]1[CH2:13][C@@H:12]([CH3:14])[N:11](CC2C=CC=CC=2)[C:10]1=[O:22])([CH3:5])([CH3:4])[CH3:3]>N.C1COCC1>[C:2]([O:6][C:7](=[O:23])[NH:8][C@H:9]1[CH2:13][C@@H:12]([CH3:14])[NH:11][C:10]1=[O:22])([CH3:4])([CH3:3])[CH3:5] |^1:0|. Procedure details: To a blue solution of lithium metal (0.237 g, 34.2 mmol) in NH3 (1) (200 mL) at −78° C. was added a solution of 13-6 (2.60 g, 8.54 mmol) in THF (15 mL). The mixture was stirred for 15 minutes, then quenched by the addition of ammonium chloride until the blue color dispersed. An additional 30 mL of THF was added, and the mixture warmed to 35° C. to evaporate the ammonia. MgSO4 was added,the mixture was filtered through a celite pad. Following evaporative removal of the solvent, the residue was ch... The reactants are C1=CC=CC=2SC3=CC=CC=C3NC12 (phenothiazine), CC1(OC(C(C(O1)=O)C)=O)C (2,2,5-trimethyl-1,3-dioxane-4,6-dione), ClCC1=CC=C(C=C)C=C1 (p-(chloromethyl)styrene), C([O-])([O-])=O.[K+].[K+] (potassium carbonate). Solvent: CC(=O)C (acetone), C(C)(=O)OCC (ethyl acetate). Conditions: time 8 hour. Yields the product CC1(OC(C(C(O1)=O)CC1=CC=C(C=C1)C=C)=O)C (2,2-dimethyl-5-(4-vinylbenzyl)-1,3-dioxane-4,6-dione). Isolated yield 21.3%. Reaction SMILES: [CH3:1][C:2]1([CH3:11])[O:7][C:6](=[O:8])[CH:5]([CH3:9])[C:4](=[O:10])[O:3]1.ClC[C:14]1[CH:21]=[CH:20][C:17]([CH:18]=[CH2:19])=[CH:16][CH:15]=1.C(=O)([O-])[O-].[K+].[K+].C1C2NC3C(=CC=CC=3)SC=2C=CC=1>C(OCC)(=O)C.CC(C)=O>[CH3:11][C:2]1([CH3:1])[O:3][C:4](=[O:10])[CH:5]([CH2:9][C:14]2[CH:21]=[CH:20][C:17]([CH:18]=[CH2:19])=[CH:16][CH:15]=2)[C:6](=[O:8])[O:7]1 |f:2.3.4|. Procedure details: To a 500 mL 3-necked round bottomed flask equipped with a stir bar, thermowell, and a condenser connected to a nitrogen line was added 10.0 g (0.0632 mole) of 2,2,5-trimethyl-1,3-dioxane-4,6-dione, 10.6 g (0.0632 mol) of p-(chloromethyl)styrene, 35 g (0.2528 mol) of potassium carbonate and 200 mL of acetone. Approximately 1 g of phenothiazine was added as a stabilizer. The mixture was refluxed with stirring overnight at which time it was allowed to cool, diluted with 200 mL of ethyl acetate and ... Starting materials: Cl.NO (hydroxylamine hydrochloride), C(O)([O-])=O.[Na+] (sodium hydrogen carbonate), Cl.NO (hydroxylamine hydrochloride), C(O)([O-])=O.[Na+] (sodium hydrogen carbonate), NC1=NC=C(C(=N1)N)OC=1C(=CC(=C(C#N)C1)OC)C(C)C (5-(2,4-diamino-pyrimidin-5-yloxy)-4-isopropyl-2-methoxy-benzonitrile). Run in C(C)O (ethanol), O (water). The product is NC1=NC=C(C(=N1)N)OC=1C(=CC(=C(C(=N)NO)C1)OC)C(C)C (5-(2,4-diamino-pyrimidin-5-yloxy)-N-hydroxy-4-isopropyl-2-methoxy-benzamidine). Isolated yield 82.8%. Reaction SMILES: Cl.[NH2:2][OH:3].C(=O)([O-])O.[Na+].[NH2:9][C:10]1[N:15]=[C:14]([NH2:16])[C:13]([O:17][C:18]2[C:19]([CH:28]([CH3:30])[CH3:29])=[CH:20][C:21]([O:26][CH3:27])=[C:22]([CH:25]=2)[C:23]#[N:24])=[CH:12][N:11]=1>C(O)C.O>[NH2:9][C:10]1[N:15]=[C:14]([NH2:16])[C:13]([O:17][C:18]2[C:19]([CH:28]([CH3:30])[CH3:29])=[CH:20][C:21]([O:26][CH3:27])=[C:22]([CH:25]=2)[C:23]([NH:2][OH:3])=[NH:24])=[CH:12][N:11]=1 |f:0.1,2.3|. Reported procedure: The benzamidination carried out in this step follows the procedure reported by Meyer et al., Synthesis 2003, 6, pp. 899-905. To a stirred mixture of hydroxylamine hydrochloride (0.099 g, 1.43 mmol) and sodium hydrogen carbonate (0.119 g, 1.42 mmol) in ethanol (1.4 ml) and water (0.3 ml) was added 5-(2,4-diamino-pyrimidin-5-yloxy)-4-isopropyl-2-methoxy-benzonitrile (0.385 g, 1.29 mmol) and the mixture heated at reflux for 5 hours. A second portion of hydroxylamine hydrochloride (0.049 g, 0.71 mmo... Reactants: CC(=O)c1nc(C(F)(F)F)n2c1CN(C(=O)CC(Cc1cc(F)c(F)cc1F)NC(=O)OC(C)(C)C)CC2, CCOC(C)=O, Cl. Yields the product Cl, CC(=O)c1nc(C(F)(F)F)n2c1CN(C(=O)CC(N)Cc1cc(F)c(F)cc1F)CC2. As a reaction SMILES: [C:1]([O:2][C:3](=[O:4])[NH:7][CH:8]([CH2:9][C:10](=[O:11])[N:12]1[CH2:13][c:14]2[n:15]([c:18]([C:24]([F:25])([F:26])[F:27])[n:19][c:20]2[C:21]([CH3:22])=[O:23])[CH2:16][CH2:17]1)[CH2:28][c:29]1[c:30]([F:37])[cH:31][c:32]([F:36])[c:33]([F:35])[cH:34]1)([CH3:5])([CH3:6])[CH3:38].[CH3:40][CH2:41][O:42][C:43](=[O:44])[CH3:45].[ClH:39]>>[ClH:39].[NH2:7][CH:8]([CH2:9][C:10](=[O:11])[N:12]1[CH2:13][c:14]2[n:15]([c:18]([C:24]([F:25])([F:26])[F:27])[n:19][c:20]2[C:21]([CH3:22])=[O:23])[CH2:16][CH2:17]1)[CH2:28][c:29]1[c:30]([F:37])[cH:31][c:32]([F:36])[c:33]([F:35])[cH:34]1.